This data is from the Open Reaction Database (ORD), a public repository of structured organic reaction records. The task is: describe an organic reaction: reactants, conditions, products, and yield The reactants are Intermediate 20, BrC1=C(C=C(C=C1)COC)F (1-bromo-2-fluoro-4-(methoxymethyl)benzene), C(C)(C)(C)OC(COC1=C(C=C(C=C1)Cl)C#C)=O (tert-butyl(4-chloro-2-ethynylphenoxy)acetate), C(C)(C)(C)OC(COC1=C(C=C(C=C1)Cl)C#C)=O (tert-butyl(4-chloro-2-ethynylphenoxy)acetate). The product is C(C)(C)(C)OC(COC1=C(C=C(C=C1)Cl)C#CC1=C(C=C(C=C1)COC)F)=O (tert-butyl(4-chloro-2-{[2-fluoro-4-(methoxymethyl)phenyl]ethynyl}phenoxy)acetate). As a reaction SMILES: [C:1]([O:5][C:6](=[O:18])[CH2:7][O:8][C:9]1[CH:14]=[CH:13][C:12]([Cl:15])=[CH:11][C:10]=1[C:16]#[CH:17])([CH3:4])([CH3:3])[CH3:2].Br[C:20]1[CH:25]=[CH:24][C:23]([CH2:26][O:27][CH3:28])=[CH:22][C:21]=1[F:29]>>[C:1]([O:5][C:6](=[O:18])[CH2:7][O:8][C:9]1[CH:14]=[CH:13][C:12]([Cl:15])=[CH:11][C:10]=1[C:16]#[C:17][C:20]1[CH:25]=[CH:24][C:23]([CH2:26][O:27][CH3:28])=[CH:22][C:21]=1[F:29])([CH3:4])([CH3:3])[CH3:2]. Procedure: Following the general method as outlined in Intermediate 20, starting from (4-chloro-2-ethynyl-phenoxy)-acetic acid tert-butyl ester (Intermediate 3) and 1-bromo-2-fluoro-4-(methoxymethyl)benzene (obtained in Step 1), the title compound was obtained as a dark orange sticky solid after purification by flash column chromatography (silica), eluting with cyclohexane containing increasing amounts of EtOAc. Starting materials: S1C(=NC2=C1C=CC=C2)SC(C(=O)O)C2=CC=CC=C2 (2-(benzothiazol-2-ylthio)-2-phenylacetic acid), [N+](=[N-])=C (diazomethane). Run in C1CCOC1 (THF). Product: COC(C(C1=CC=CC=C1)SC=1SC2=C(N1)C=CC=C2)=O (2-(benzothiazol-2-ylthio)-2-phenylacetic acid methyl ester). Reaction SMILES: [S:1]1[C:5]2[CH:6]=[CH:7][CH:8]=[CH:9][C:4]=2[N:3]=[C:2]1[S:10][CH:11]([C:15]1[CH:20]=[CH:19][CH:18]=[CH:17][CH:16]=1)[C:12]([OH:14])=[O:13].[N+](=[CH2:23])=[N-]>C1COCC1>[CH3:23][O:13][C:12](=[O:14])[CH:11]([S:10][C:2]1[S:1][C:5]2[CH:6]=[CH:7][CH:8]=[CH:9][C:4]=2[N:3]=1)[C:15]1[CH:20]=[CH:19][CH:18]=[CH:17][CH:16]=1. Procedure: 1 g of 2-(benzothiazol-2-ylthio)-2-phenylacetic acid is dissolved in 20 ml of THF, an ethereal solution of diazomethane is added dropwise until a yellow coloration is produced and the mixture is evaporated to give 2-(benzothiazol-2-ylthio)-2-phenylacetic acid methyl ester, in the form of an oil. Reactants: C(C)(C)(C)OC(=O)N1CCC(CC1)(O)COC1=C(C=C(C=C1)N1C(O[C@H](C1)CNC(C)=O)=O)F (4-{4-[5-(5S)-(acetylamino-methyl)-2-oxo-oxazolidin-3-yl]-2-fluoro-phenoxymethyl}-4-hydroxy-piperidine-1-carboxylic acid tert-butyl ester), C1=CC=C(C=C1)COC(=O)NCCCC[C@@H](C(=O)O)NC(=O)OCC2=CC=CC=C2 (Z-Lys (Z)—OH), Cl.CN(CCCN=C=NCC)C (N-(3-dimethylaminopropyl)-N′-ethyl-carbodiimid hydrochloride). The reagents and catalysts are CN(C1=CC=NC=C1)C (4-dimethylaminopyridine). The solvent is ClCCl (dichloromethane), C(C)(=O)OCC (ethyl acetate). Product: C(C)(C)(C)OC(=O)N1CCC(CC1)(OC(C(CCCCNC(=O)OCC1=CC=CC=C1)NC(=O)OCC1=CC=CC=C1)=O)COC1=C(C=C(C=C1)N1C(O[C@H](C1)CNC(C)=O)=O)F (4-{4-[(5S)-5-(Acetylamino-methyl)-2-oxo-oxazolidin-3-yl]-2-fluoro-phenoxymethyl}-4-(2,6-bis-benzyloxycarbonylamino-hexanoyloxy)-piperidine-1-carboxylic acid tert-butyl ester). Reaction SMILES: [C:1]([O:5][C:6]([N:8]1[CH2:13][CH2:12][C:11]([CH2:15][O:16][C:17]2[CH:22]=[CH:21][C:20]([N:23]3[CH2:27][C@H:26]([CH2:28][NH:29][C:30](=[O:32])[CH3:31])[O:25][C:24]3=[O:33])=[CH:19][C:18]=2[F:34])([OH:14])[CH2:10][CH2:9]1)=[O:7])([CH3:4])([CH3:3])[CH3:2].[CH:35]1[CH:40]=[CH:39][C:38]([CH2:41][O:42][C:43]([NH:45][CH2:46][CH2:47][CH2:48][CH2:49][C@H:50]([NH:54][C:55]([O:57][CH2:58][C:59]2[CH:64]=[CH:63][CH:62]=[CH:61][CH:60]=2)=[O:56])[C:51](O)=[O:52])=[O:44])=[CH:37][CH:36]=1.Cl.CN(C)CCCN=C=NCC>CN(C)C1C=CN=CC=1.ClCCl.C(OCC)(=O)C>[C:1]([O:5][C:6]([N:8]1[CH2:9][CH2:10][C:11]([CH2:15][O:16][C:17]2[CH:22]=[CH:21][C:20]([N:23]3[CH2:27][C@H:26]([CH2:28][NH:29][C:30](=[O:32])[CH3:31])[O:25][C:24]3=[O:33])=[CH:19][C:18]=2[F:34])([O:14][C:51](=[O:52])[CH:50]([NH:54][C:55]([O:57][CH2:58][C:59]2[CH:60]=[CH:61][CH:62]=[CH:63][CH:64]=2)=[O:56])[CH2:49][CH2:48][CH2:47][CH2:46][NH:45][C:43]([O:42][CH2:41][C:38]2[CH:37]=[CH:36][CH:35]=[CH:40][CH:39]=2)=[O:44])[CH2:12][CH2:13]1)=[O:7])([CH3:4])([CH3:2])[CH3:3] |f:2.3|. Procedure details: A suspension of 96 mg of 4-{4-[5-(5S)-(acetylamino-methyl)-2-oxo-oxazolidin-3-yl]-2-fluoro-phenoxymethyl}-4-hydroxy-piperidine-1-carboxylic acid tert-butyl ester (MW: 481.52, 0.2 mmol), 195 mg of Z-Lys (Z)—OH (MW: 414.46, 0.4 mmol) and 49 mg of 4-dimethylaminopyridine (MW: 122.17, 0.4 mmol) in 2 ml dichloromethane was treated under stirring at room temperature with 115 mg N-(3-dimethylaminopropyl)-N′-ethyl-carbodiimid hydrochloride (MW: 191.70, 0.6 mmol). The reaction mixture was stirred over ni... Starting materials: CC(c1ccccc1)N1CCOC(c2ccc(Br)cc2)C1, [Li]CCCC, CN(C)C=O, C1CCOC1. The product is CC(c1ccccc1)N1CCOC(c2ccc(C=O)cc2)C1. As a reaction SMILES: [Br:1][c:2]1[cH:3][cH:4][c:5]([CH:8]2[O:9][CH2:10][CH2:11][N:12]([CH:14]([CH3:15])[c:16]3[cH:17][cH:18][cH:19][cH:20][cH:21]3)[CH2:13]2)[cH:6][cH:7]1.[CH2:22]([Li:23])[CH2:24][CH2:25][CH3:26].[CH3:27][N:28]([CH:29]=[O:30])[CH3:31].[O:32]1[CH2:33][CH2:34][CH2:35][CH2:36]1>>[c:2]1([CH:29]=[O:30])[cH:3][cH:4][c:5]([CH:8]2[O:9][CH2:10][CH2:11][N:12]([CH:14]([CH3:15])[c:16]3[cH:17][cH:18][cH:19][cH:20][cH:21]3)[CH2:13]2)[cH:6][cH:7]1. Reactants: ClC1=C(OCCCOC2=CC=C3CCC(OC3=C2)C(=O)OCC)C=CC(=C1)OCC(F)(F)F (ethyl 7-(3-(2-chloro-4-(2,2,2-trifluoroethoxy)phenoxy)propoxy)-chromane-2-carboxylate), [OH-].[Na+] (sodium hydroxide). Solvent: C(C)(C)O (isopropanol). Conditions: temperature 70 celsius. Product: ClC1=C(OCCCOC2=CC=C3CCC(OC3=C2)C(=O)O)C=CC(=C1)OCC(F)(F)F (7-(3-(2-Chloro-4-(2,2,2-trifluoroethoxy)phenoxy)propoxy)-chromane-2-carboxylic acid). Isolated yield 99.2%. Reaction SMILES: [Cl:1][C:2]1[CH:27]=[C:26]([O:28][CH2:29][C:30]([F:33])([F:32])[F:31])[CH:25]=[CH:24][C:3]=1[O:4][CH2:5][CH2:6][CH2:7][O:8][C:9]1[CH:18]=[C:17]2[C:12]([CH2:13][CH2:14][CH:15]([C:19]([O:21]CC)=[O:20])[O:16]2)=[CH:11][CH:10]=1.[OH-].[Na+]>C(O)(C)C>[Cl:1][C:2]1[CH:27]=[C:26]([O:28][CH2:29][C:30]([F:31])([F:33])[F:32])[CH:25]=[CH:24][C:3]=1[O:4][CH2:5][CH2:6][CH2:7][O:8][C:9]1[CH:18]=[C:17]2[C:12]([CH2:13][CH2:14][CH:15]([C:19]([OH:21])=[O:20])[O:16]2)=[CH:11][CH:10]=1 |f:1.2|. Procedure: To a 2 ml isopropanol solution of ethyl 7-(3-(2-chloro-4-(2,2,2-trifluoroethoxy)phenoxy)propoxy)-chromane-2-carboxylate (17 mg, 0.035 mmol) was added 2N aq. sodium hydroxide. This mixture was heated to 70° C. overnight. The solvent was removed under reduced pressure. The residue was diluted with AcOEt and 2N hydrochloric acid. The organic layer was separated, and the aqueous layer was extracted twice with AcOEt. The combined organic layers were dried over anhydrous Na2SO4, filtered, and concentr...